From a dataset of the Open Reaction Database (ORD), a public repository of structured organic reaction records. describe an organic reaction: reactants, conditions, products, and yield Starting materials: FC1=C(C=C(C=C1)C(CCC(=O)O)=O)C (4-(4-fluoro-3-methyl-phenyl)-4-oxo-butyric acid), OS(=O)(=O)O (H2SO4), CO (methanol). Reaction conditions: time 16 hour. The product is FC1=C(C=C(C=C1)C(CCC(=O)OC)=O)C (Methyl 4-(4-fluoro-3-methylphenyl)-4-oxobutanoate). RXN SMILES: [F:1][C:2]1[CH:7]=[CH:6][C:5]([C:8](=[O:14])[CH2:9][CH2:10][C:11]([OH:13])=[O:12])=[CH:4][C:3]=1[CH3:15].OS(O)(=O)=O.[CH3:21]O>>[F:1][C:2]1[CH:7]=[CH:6][C:5]([C:8](=[O:14])[CH2:9][CH2:10][C:11]([O:13][CH3:21])=[O:12])=[CH:4][C:3]=1[CH3:15]. Reported procedure: To the crude 4-(4-fluoro-3-methyl-phenyl)-4-oxo-butyric acid in 50 mL methanol was added 500 μL concentrated H2SO4 at 25° C. After stirring for 16 h, the mixture was concentrated under reduced pressure and 50 mL water was added. The mixture was extracted with ethyl acetate (3×50 mL) and the combined organic layers washed with brine (2×30 mL) and the product isolated using silica gel chromatography to afford 1.2 g of the title compound as a colorless oil. Reported procedure: Methane sulfonic acid (10 g, 104 mmol) was added drop wise to a solution of 2-oxo-2-phenyl-N-prop-2-ynyl-acetamide (Intermediate 1) (2.4 g, 12.83 mmol) in 1,4-dioxane (20 mL). The resultant solution was heated at 90° C. for 66 h. The reaction mixture was cooled and the solvent was removed. The dark residue was partitioned between DCM and water. The DCM fraction was washed with 1 M HCl (2×), satd. sodium hydrogencarbonate solution (aq., 2×), then brine. The solution was dried (Na2SO4) and the sol... Yields the product CC1=CN=C(O1)C(=O)C1=CC=CC=C1 ((5-Methyl-oxazol-2-yl)-phenyl-methanone). Solvent: O1CCOCC1 (1,4-dioxane). Reaction SMILES: CS(O)(=O)=O.[O:6]=[C:7]([C:14]1[CH:19]=[CH:18][CH:17]=[CH:16][CH:15]=1)[C:8]([NH:10][CH2:11][C:12]#[CH:13])=[O:9]>O1CCOCC1>[CH3:13][C:12]1[O:9][C:8]([C:7]([C:14]2[CH:19]=[CH:18][CH:17]=[CH:16][CH:15]=2)=[O:6])=[N:10][CH:11]=1. Reactants: resultant solution, CS(=O)(=O)O (Methane sulfonic acid), O=C(C(=O)NCC#C)C1=CC=CC=C1 (2-oxo-2-phenyl-N-prop-2-ynyl-acetamide), O=C(C(=O)NCC#C)C1=CC=CC=C1 (2-oxo-2-phenyl-N-prop-2-ynyl-acetamide). Reaction SMILES: [CH3:1]C(C)([O-])C.[K+].[C:7]([O:11][C:12]([N:14]1[C:23]2[C:18](=[CH:19][CH:20]=[CH:21][CH:22]=2)[C:17](=O)[CH2:16][CH2:15]1)=[O:13])([CH3:10])([CH3:9])[CH3:8]>[Br-].C[P+](C1C=CC=CC=1)(C1C=CC=CC=1)C1C=CC=CC=1.C1(C)C=CC=CC=1>[C:7]([O:11][C:12]([N:14]1[C:23]2[C:18](=[CH:19][CH:20]=[CH:21][CH:22]=2)[C:17](=[CH2:1])[CH2:16][CH2:15]1)=[O:13])([CH3:10])([CH3:9])[CH3:8] |f:0.1,3.4|. Reactants: C(C)(C)(C)OC(=O)N1CCC(C2=CC=CC=C12)=O (4-oxo-3,4-dihydro-2H-quinoline-1-carboxylic acid tert-butyl ester), CC(C)([O-])C.[K+] (potassium tert-butoxide). Reaction conditions: time 1 hour. The solvent is C1(=CC=CC=C1)C (toluene), C1(=CC=CC=C1)C (toluene). Reagents/catalysts: [Br-].C[P+](C1=CC=CC=C1)(C1=CC=CC=C1)C1=CC=CC=C1 (methyltriphenylphosphonium bromide). Procedure: A solution of methyltriphenylphosphonium bromide (1.92 g, 5.38 mmol, 1.1 equiv; [CAS RN 1779-49-3]) and potassium tert-butoxide (0.60 g, 5.38 mmol, 1.1 equiv; [CAS RN 865-47-4]) in toluene (20 mL) were heated to reflux. After 1 h, 4-oxo-3,4-dihydro-2H-quinoline-1-carboxylic acid tert-butyl ester (1.21 g, 4.89 mmol, 1.0 equiv; [CAS RN 179898-00-1]), dissolved in toluene (10 mL), was added and heating continued for one additional hour. The reaction mixture was extraction from a sat. solution of NH... The yield is 72.5%. Product: C(C)(C)(C)OC(=O)N1CCC(C2=CC=CC=C12)=C (4-Methylene-3,4-dihydro-2H-quinoline-1-carboxylic acid tert-butyl ester). Reactants: [Br-], CCOC(C)=O, ClC(Cl)Cl, COC(=O)c1ccc(C(=O)Cc2ccccc2)cc1. Yields the product COC(=O)c1ccc(C(=O)C(Br)c2ccccc2)cc1. As a reaction SMILES: [Br-:20].[C:25]([O:26][CH2:27][CH3:28])(=[O:29])[CH3:30].[CH:21]([Cl:22])([Cl:23])[Cl:24].[c:1]1([CH2:7][C:8](=[O:9])[c:10]2[cH:11][cH:12][c:13]([C:14](=[O:15])[O:16][CH3:17])[cH:18][cH:19]2)[cH:2][cH:3][cH:4][cH:5][cH:6]1>>[c:1]1([CH:7]([C:8](=[O:9])[c:10]2[cH:11][cH:12][c:13]([C:14](=[O:15])[O:16][CH3:17])[cH:18][cH:19]2)[Br:20])[cH:2][cH:3][cH:4][cH:5][cH:6]1.